From a dataset of the Open Reaction Database (ORD), a public repository of structured organic reaction records. describe an organic reaction: reactants, conditions, products, and yield The reactants are [BH3-]C#N, CCOC1(O[Si](C)(C)C)CC1, CC(=O)O, CO, Nc1ccc(Cl)cc1C(=O)O, [Na+]. The product is O=C(O)c1cc(Cl)ccc1NC1CC1. RXN SMILES: [C:27]([BH3-:28])#[N:29].[CH2:12]([O:13][C:15]1([O:14][Si:18]([CH3:19])([CH3:20])[CH3:21])[CH2:16][CH2:17]1)[CH3:22].[CH3:23][C:24](=[O:25])[OH:26].[CH3:31][OH:32].[NH2:1][c:2]1[c:3]([C:4](=[O:5])[OH:6])[cH:7][c:8]([Cl:11])[cH:9][cH:10]1.[Na+:30]>>[NH:1]([c:2]1[c:3]([C:4](=[O:5])[OH:6])[cH:7][c:8]([Cl:11])[cH:9][cH:10]1)[CH:15]1[CH2:16][CH2:17]1.